Dataset: the Open Reaction Database (ORD), a public repository of structured organic reaction records. Task: describe an organic reaction: reactants, conditions, products, and yield The reactants are O (water), BrC1=C(C=C(C=C1)N1N=C(C=C1)NC(C(F)(F)F)=O)OC (N-(1-(4-bromo-3-methoxyphenyl)-1H-pyrazol-3-yl)-2,2,2-trifluoroacetamide), C(=O)([O-])[O-].[K+].[K+] (K2CO3), CI (MeI). Solvent: CN(C)C=O (DMF). Conditions: time 8 hour. Yields the product BrC1=C(C=C(C=C1)N1N=C(C=C1)N(C(C(F)(F)F)=O)C)OC (N-(1-(4-bromo-3-methoxyphenyl)-1H-pyrazol-3-yl)-2,2,2-trifluoro-N-methylacetamide). Isolated yield 90.3%. As a reaction SMILES: [Br:1][C:2]1[CH:7]=[CH:6][C:5]([N:8]2[CH:12]=[CH:11][C:10]([NH:13][C:14](=[O:19])[C:15]([F:18])([F:17])[F:16])=[N:9]2)=[CH:4][C:3]=1[O:20][CH3:21].[C:22]([O-])([O-])=O.[K+].[K+].CI.O>CN(C=O)C>[Br:1][C:2]1[CH:7]=[CH:6][C:5]([N:8]2[CH:12]=[CH:11][C:10]([N:13]([CH3:22])[C:14](=[O:19])[C:15]([F:18])([F:16])[F:17])=[N:9]2)=[CH:4][C:3]=1[O:20][CH3:21] |f:1.2.3|. Reported procedure: To a mixture of N-(1-(4-bromo-3-methoxyphenyl)-1H-pyrazol-3-yl)-2,2,2-trifluoroacetamide (320 mg, 0.879 mmol) and K2CO3 (146 mg, 1.055 mmol) in DMF (2 mL) was added MeI (202 mg, 1.055 mmol). The reaction mixture was stirred at room temperature overnight. The reaction mixture was poured into water and extracted with Et2O. The combined organic layers were washed with water, dried over Na2SO4, filtered and concentrated under reduced pressure to give N-(1-(4-bromo-3-methoxyphenyl)-1H-pyrazol-3-yl)-2...